From a dataset of the Open Reaction Database (ORD), a public repository of structured organic reaction records. describe an organic reaction: reactants, conditions, products, and yield Reaction SMILES: Br[C:2]1[S:6][C:5]([CH:7]=[O:8])=[CH:4][C:3]=1[C:9]1[CH:14]=[CH:13][CH:12]=[CH:11][CH:10]=1.[C:15]1([O-:21])[CH:20]=[CH:19][CH:18]=[CH:17][CH:16]=1.[Na+].O>CN(C)C=O>[O:21]([C:2]1[S:6][C:5]([CH:7]=[O:8])=[CH:4][C:3]=1[C:9]1[CH:14]=[CH:13][CH:12]=[CH:11][CH:10]=1)[C:15]1[CH:20]=[CH:19][CH:18]=[CH:17][CH:16]=1 |f:1.2|. The product is O(C1=CC=CC=C1)C1=C(C=C(S1)C=O)C1=CC=CC=C1 (5-phenoxy-4-phenylthiophene-2-carbaldehyde). Solvent: CN(C=O)C (N,N-dimethylformamide). Isolated yield 22.2%. The reactants are BrC1=C(C=C(S1)C=O)C1=CC=CC=C1 (5-bromo-4-phenylthiophene-2-carbaldehyde), C1(=CC=CC=C1)[O-].[Na+] (sodium phenolate), O (water). Conditions: time 8 hour. Procedure: To a solution of 5-bromo-4-phenylthiophene-2-carbaldehyde (652 mg) in N,N-dimethylformamide (10 mL) was added sodium phenolate (425 mg) at room temperature. After stirring at room temperature overnight, water was added to the reaction mixture, and the mixture was extracted with ethyl acetate. The extract was washed with saturated brine, dried over anhydrous sodium sulfate, and concentrated under reduced pressure. The residue was purified by silica gel column chromatography (eluent: hexane-ethyl ... The reactants are [OH-].[Na+] (sodium hydroxide), fluorosilicic acid, O (water), [Si](C)(C)(C(C)(C)C)OC1CCN(CC1)C=1C(=CC(=C2C=CC=NC12)Cl)C(C)NC1=C2N=CNC2=NC=N1 (N-{1-[8-(4-{[tert-butyl(dimethyl)silyl]oxy}piperidin-1-yl)-5-chloroquinolin-7-yl]ethyl}-9H-purin-6-amine). The solvent is C(C)#N (acetonitrile). Reaction conditions: time 30 minute. Product: ClC1=C2C=CC=NC2=C(C(=C1)C(C)NC1=C2N=CNC2=NC=N1)N1CCC(CC1)O (1-{5-Chloro-7-[1-(9H-purin-6-ylamino)ethyl]quinolin-8-yl}piperidin-4-ol). Reaction SMILES: [Si]([O:8][CH:9]1[CH2:14][CH2:13][N:12]([C:15]2[C:16]([CH:26]([NH:28][C:29]3[N:37]=[CH:36][N:35]=[C:34]4[C:30]=3[N:31]=[CH:32][NH:33]4)[CH3:27])=[CH:17][C:18]([Cl:25])=[C:19]3[C:24]=2[N:23]=[CH:22][CH:21]=[CH:20]3)[CH2:11][CH2:10]1)(C(C)(C)C)(C)C.F[Si-2](F)(F)(F)(F)F.[H+].[H+].O.[OH-].[Na+]>C(#N)C>[Cl:25][C:18]1[CH:17]=[C:16]([CH:26]([NH:28][C:29]2[N:37]=[CH:36][N:35]=[C:34]3[C:30]=2[N:31]=[CH:32][NH:33]3)[CH3:27])[C:15]([N:12]2[CH2:11][CH2:10][CH:9]([OH:8])[CH2:14][CH2:13]2)=[C:24]2[C:19]=1[CH:20]=[CH:21][CH:22]=[N:23]2 |f:1.2.3,5.6|. Procedure: To a mixture of N-{1-[8-(4-{[tert-butyl(dimethyl)silyl]oxy}piperidin-1-yl)-5-chloroquinolin-7-yl]ethyl}-9H-purin-6-amine (0.200 g, 0.372 mmol) in acetonitrile (1 mL) was added 2.0 M fluorosilicic acid in water (0.929 mL, 1.86 mmol). The reaction was stirred at room temperature for 30 minutes, then neutralized with aq. sodium hydroxide and extracted with dichloromethane. The extracts were combined and evaporated to dryness. The residue was purified on a RP-HPLC (XBridge C18 column, eluting with a...